Dataset: the Open Reaction Database (ORD), a public repository of structured organic reaction records. Task: describe an organic reaction: reactants, conditions, products, and yield Starting materials: CSc1ncc2ccc(Br)n2n1, CCCC[Sn](CCCC)(CCCC)c1ncccc1OC, CO, CN(C)C=O, ClCCl, c1ccc(P(c2ccccc2)(c2ccccc2)[Pd](P(c2ccccc2)(c2ccccc2)c2ccccc2)(P(c2ccccc2)(c2ccccc2)c2ccccc2)P(c2ccccc2)(c2ccccc2)c2ccccc2)cc1. Product: COc1cccnc1-c1ccc2cnc(SC)nn12. Reaction SMILES: [Br:22][c:23]1[cH:24][cH:25][c:26]2[cH:27][n:28][c:29]([S:32][CH3:33])[n:30][n:31]12.[CH3:1][O:2][c:3]1[c:4]([Sn:9]([CH2:10][CH2:11][CH2:12][CH3:13])([CH2:14][CH2:15][CH2:16][CH3:17])[CH2:18][CH2:19][CH2:20][CH3:21])[n:5][cH:6][cH:7][cH:8]1.[CH3:34][OH:35].[CH3:39][N:40]([CH3:41])[CH:42]=[O:43].[Cl:36][CH2:37][Cl:38].[cH:44]1[cH:45][cH:46][c:47]([P:48]([Pd:49]([P:50]([c:51]2[cH:52][cH:53][cH:54][cH:55][cH:56]2)([c:57]2[cH:58][cH:59][cH:60][cH:61][cH:62]2)[c:63]2[cH:64][cH:65][cH:66][cH:67][cH:68]2)([P:69]([c:70]2[cH:71][cH:72][cH:73][cH:74][cH:75]2)([c:76]2[cH:77][cH:78][cH:79][cH:80][cH:81]2)[c:82]2[cH:83][cH:84][cH:85][cH:86][cH:87]2)[P:88]([c:89]2[cH:90][cH:91][cH:92][cH:93][cH:94]2)([c:95]2[cH:96][cH:97][cH:98][cH:99][cH:100]2)[c:101]2[cH:102][cH:103][cH:104][cH:105][cH:106]2)([c:107]2[cH:108][cH:109][cH:110][cH:111][cH:112]2)[c:113]2[cH:114][cH:115][cH:116][cH:117][cH:118]2)[cH:119][cH:120]1>>[CH3:1][O:2][c:3]1[c:4](-[c:23]2[cH:24][cH:25][c:26]3[cH:27][n:28][c:29]([S:32][CH3:33])[n:30][n:31]23)[n:5][cH:6][cH:7][cH:8]1.